This data is from the Open Reaction Database (ORD), a public repository of structured organic reaction records. The task is: describe an organic reaction: reactants, conditions, products, and yield Reactants: ice, CC(CCCCC)=O (2-heptanone), C(C(=O)OCC)(=O)OCC (diethyl oxalate), [Na] (sodium). Run in C(C)O (ethanol). Product: C(CCCCC)(=O)CC(C(=O)OCC)=O (ethyl hexanoylpyruvate). The yield is 101.3%. As a reaction SMILES: [Na].[CH3:2][C:3](=[O:9])[CH2:4][CH2:5][CH2:6][CH2:7][CH3:8].[C:10](OCC)(=[O:16])[C:11]([O:13][CH2:14][CH3:15])=[O:12]>C(O)C>[C:3]([CH2:2][C:10](=[O:16])[C:11]([O:13][CH2:14][CH3:15])=[O:12])(=[O:9])[CH2:4][CH2:5][CH2:6][CH2:7][CH3:8] |^1:0|. Procedure: 4.7 g of sodium metal was dissolved in 92 ml of ethanol. A mixture of 20 g of 2-heptanone and 26 g of diethyl oxalate was dropwise added thereto at 0° C. After the removing the ice bath, the reaction mixture was stirred at room temperature for 3 hours. After evaporation of the reaction mixture, 200 ml of water was added to the resulting syrup, and then an aqueous 10% hydrochloric acid was added with ice-cooling, the pH being adjusted to 1. After extraction with benzene (300 ml×3), the organic la... Reactants: CC(CO)CS(N)(=O)=O, Clc1ccc2nccn2n1, [H-], [Na+], CN(C)C=O. Yields the product CC(COc1ccc2nccn2n1)CS(N)(=O)=O. Reaction SMILES: [CH3:1][CH:2]([CH2:3][S:4](=[O:5])(=[O:6])[NH2:7])[CH2:8][OH:9].[Cl:12][c:13]1[cH:14][cH:15][c:16]2[n:17]([n:18]1)[cH:19][cH:20][n:21]2.[H-:10].[Na+:11].[O:22]=[CH:23][N:24]([CH3:25])[CH3:26]>>[CH3:1][CH:2]([CH2:3][S:4](=[O:5])(=[O:6])[NH2:7])[CH2:8][O:9][c:13]1[cH:14][cH:15][c:16]2[n:17]([n:18]1)[cH:19][cH:20][n:21]2. Reactants: C(C1=CC=CC=C1)OC=1C=C2C(=CNC2=CC1)CCN1CCC(CC1)(C1=CC=CC=C1)O (5-benzyloxy-3-[2-(4-hydroxy-4-phenylpiperidinyl)ethyl]indole), 50. The reagents and catalysts are [Pd] (palladium on charcoal). Run in C(C)O (ethanol). Yields the product OC=1C=C2C(=CNC2=CC1)CCN1CCC(CC1)(C1=CC=CC=C1)O (5-hydroxy-3-[2-(4-hydroxy-4-phenylpiperidinyl)ethyl] indole). As a reaction SMILES: C([O:8][C:9]1[CH:10]=[C:11]2[C:15](=[CH:16][CH:17]=1)[NH:14][CH:13]=[C:12]2[CH2:18][CH2:19][N:20]1[CH2:25][CH2:24][C:23]([OH:32])([C:26]2[CH:31]=[CH:30][CH:29]=[CH:28][CH:27]=2)[CH2:22][CH2:21]1)C1C=CC=CC=1>[Pd].C(O)C>[OH:8][C:9]1[CH:10]=[C:11]2[C:15](=[CH:16][CH:17]=1)[NH:14][CH:13]=[C:12]2[CH2:18][CH2:19][N:20]1[CH2:21][CH2:22][C:23]([OH:32])([C:26]2[CH:27]=[CH:28][CH:29]=[CH:30][CH:31]=2)[CH2:24][CH2:25]1. Procedure: A solution of 10 g. of 5-benzyloxy-3-[2-(4-hydroxy-4-phenylpiperidinyl)ethyl]indole in 10 ml. of ethanol was shaken on the Parr apparatus at room temperature at an initial pressure of 50 p.s.i., using a 10% palladium on charcoal catalyst. After debenzylation was complete the solution was filtered and the catalyst washed thoroughly with three 100 ml. portions of hot ethanol. Concentration of the original filtrate gave 3 g. of an oil which solidified and was recrystallized from ethyl acetate-metha... Starting materials: N(=[N+]=[N-])C(C)C1=NC=CC(=C1)Br (2-(1-azidoethyl)-4-bromopyridine), C1(=CC=CC=C1)P(C1=CC=CC=C1)C1=CC=CC=C1 (triphenylphosphine). Solvent: C1CCOC1 (THF), O (water). Conditions: time 7 hour. Yields the product BrC1=CC(=NC=C1)C(C)N (1-(4-bromopyridin-2-yl)ethanamine). RXN SMILES: [N:1]([CH:4]([C:6]1[CH:11]=[C:10]([Br:12])[CH:9]=[CH:8][N:7]=1)[CH3:5])=[N+]=[N-].C1(P(C2C=CC=CC=2)C2C=CC=CC=2)C=CC=CC=1>C1COCC1.O>[Br:12][C:10]1[CH:9]=[CH:8][N:7]=[C:6]([CH:4]([NH2:1])[CH3:5])[CH:11]=1. Procedure details: To a solution of 2-(1-azidoethyl)-4-bromopyridine (4.08 g, 16.54 mmol) in THF (100 mL) and water (10 mL) was added polymer-bound triphenylphosphine (200-400 mesh, -3 mmol/g loading; 10.97 g, 32.94 mmol). The suspension was then stirred at room temperature for 7 hours. The reaction was filtered over a coarse frit twice, then concentrated to afford the crude product which was used without further purification. 1H NMR (400 MHz, CDCl3) δ 8.35 (d, J=5.2 Hz, 1H), 7.52 (s, 1H), 7.32 (dd, J=5.2, 1.6 Hz,... Procedure: In a 100 ml three-necked flask, 3.5 g of tetrahydrothiophene was dissolved in 40 ml of acetone. To the solution, 6 g of 1-bromo-2-butanone was added dropwise while stirring. After leaving for 24 hours, the deposited white crystal was collected by filtration. The white crystal was ground to a powder, which was washed with ether. The powder was dried by a vacuum drier at 30° C. for six hours to obtain 6.86 g of 2-oxobutyl-thiacyclopentanium bromide (yield: 72.2%). The reactants are BrCC(CC)=O (1-bromo-2-butanone), S1CCCC1 (tetrahydrothiophene). Solvent: CC(=O)C (acetone). Yields the product [Br-].O=C(C[S+]1CCCC1)CC (2-oxobutyl-thiacyclopentanium bromide). Isolated yield 72.3%. As a reaction SMILES: [Br:1][CH2:2][C:3](=[O:6])[CH2:4][CH3:5].[S:7]1[CH2:11][CH2:10][CH2:9][CH2:8]1>CC(C)=O>[Br-:1].[O:6]=[C:3]([CH2:4][CH3:5])[CH2:2][S+:7]1[CH2:11][CH2:10][CH2:9][CH2:8]1 |f:3.4|. Starting materials: C(=O)(O)/C(=C/C=1C=C2C(=CN(C2=CC1)C)CC1=C(C=C(C(=O)OC)C=C1)OC)/C (methyl E-4-[5-(2-carboxy-1-propenyl)-1-methylindol-3-ylmethyl]-3-methoxybenzoate). Reagents/catalysts: [Pd] (Palladium on carbon). Run in O1CCCC1 (tetrahydrofuran). Reaction conditions: time 4 hour. Product: C(=O)(O)C(CC=1C=C2C(=CN(C2=CC1)C)CC1=C(C=C(C(=O)OC)C=C1)OC)C (methyl 4-[5-(2-carboxypropyl)-1-methylindol-3-ylmethyl]-3-methoxybenzoate). The yield is 91.8%. As a reaction SMILES: [C:1](/[C:4](/[CH3:29])=[CH:5]/[C:6]1[CH:7]=[C:8]2[C:12](=[CH:13][CH:14]=1)[N:11]([CH3:15])[CH:10]=[C:9]2[CH2:16][C:17]1[CH:26]=[CH:25][C:20]([C:21]([O:23][CH3:24])=[O:22])=[CH:19][C:18]=1[O:27][CH3:28])([OH:3])=[O:2]>[Pd].O1CCCC1>[C:1]([CH:4]([CH3:29])[CH2:5][C:6]1[CH:7]=[C:8]2[C:12](=[CH:13][CH:14]=1)[N:11]([CH3:15])[CH:10]=[C:9]2[CH2:16][C:17]1[CH:26]=[CH:25][C:20]([C:21]([O:23][CH3:24])=[O:22])=[CH:19][C:18]=1[O:27][CH3:28])([OH:3])=[O:2]. Procedure details: Palladium on carbon (10% w/w, 0.3 g) was added to a solution of methyl E-4-[5-(2-carboxy-1-propenyl)-1-methylindol-3-ylmethyl]-3-methoxybenzoate (4.14 g) in redistilled tetrahydrofuran (75 ml) in a hydrogenation bottle. The mixture was hydrogenated at 2.7 bar for 4 hr. The catalyst was removed by filtration through diatomaceous earth, the filter pad was washed with tetrahydrofuran, and the filtrate evaporated. The residue was crystallized from methanol to give methyl 4-[5-(2-carboxypropyl)-1-met... Reactants: CC1(COc2ccccc2Cl)CCN(Cc2nccnc2OC(C)(C)C)CC1, CCOC(C)=O, CCOC(C)=O, Cl, [Na+], [Na+], O=C([O-])[O-]. Yields the product CC1(COc2ccccc2Cl)CCN(Cc2ncc[nH]c2=O)CC1. Reaction SMILES: [C:1]([CH3:2])([CH3:3])([CH3:4])[O:5][c:6]1[n:7][cH:8][cH:9][n:10][c:11]1[CH2:12][N:13]1[CH2:14][CH2:15][C:16]([CH3:19])([CH2:20][O:21][c:22]2[c:23]([Cl:28])[cH:24][cH:25][cH:26][cH:27]2)[CH2:17][CH2:18]1.[C:41]([O:42][CH2:43][CH3:44])(=[O:45])[CH3:46].[CH3:35][CH2:36][O:37][C:38](=[O:39])[CH3:40].[ClH:47].[Na+:29].[Na+:30].[O-:31][C:32](=[O:33])[O-:34]>>[O:5]=[c:6]1[nH:7][cH:8][cH:9][n:10][c:11]1[CH2:12][N:13]1[CH2:14][CH2:15][C:16]([CH3:19])([CH2:20][O:21][c:22]2[c:23]([Cl:28])[cH:24][cH:25][cH:26][cH:27]2)[CH2:17][CH2:18]1.